This data is from the Open Reaction Database (ORD), a public repository of structured organic reaction records. The task is: describe an organic reaction: reactants, conditions, products, and yield Reactants: CC(=O)N1CCN(c2nc(N)cc(Cl)n2)CC1, CCO. Product: CC(=O)N1CCN(c2nccc(N)n2)CC1. RXN SMILES: [C:1]([CH3:2])(=[O:3])[N:4]1[CH2:5][CH2:6][N:7]([c:10]2[n:11][c:12]([Cl:17])[cH:13][c:14]([NH2:16])[n:15]2)[CH2:8][CH2:9]1.[CH3:18][CH2:19][OH:20]>>[C:1]([CH3:2])(=[O:3])[N:4]1[CH2:5][CH2:6][N:7]([c:10]2[n:11][cH:12][cH:13][c:14]([NH2:16])[n:15]2)[CH2:8][CH2:9]1.